From a dataset of the Open Reaction Database (ORD), a public repository of structured organic reaction records. describe an organic reaction: reactants, conditions, products, and yield The reactants are O (water), N1C=NC=C1 (imidazole), C(C1=CC=CC=C1)OC1=CC=C(C=C1)O (4-benzyloxy phenol), C(C)(C)(C)[Si](Cl)(C1=CC=CC=C1)C1=CC=CC=C1 (tert-butyldiphenylchlorosilane). Run in ClCCl (dichloromethane), ClCCl (dichloromethane). Conditions: time 8 hour. The product is C(C)(C)(C)[Si](C1=CC=CC=C1)(C1=CC=CC=C1)OC1=CC=C(C=C1)OCC1OC1 (tert-Butyl-(4-oxiranylmethoxy-phenoxy)-diphenyl-silane). Procedure: To a solution of imidazole (12.97 g, 190 mmol) and 4-benzyloxy phenol (34.7 g, 173 mmol) in anhydrous dichloromethane (500 mL) was added drop-wise a solution of tert-butyldiphenylchlorosilane (50.0 g, 181 mmol) in dichloromethane (100 mL). The solution was stirred overnight at ambient temperature. The mixture was poured into water (500 mL) and the organic layer washed with saturated sodium hydrogen carbonate, water, brine and dried over anhydrous magnesium sulfate. The solution was filtered and ... As a reaction SMILES: N1C=CN=C1.[CH2:6]([O:13][C:14]1[CH:19]=[CH:18][C:17]([OH:20])=[CH:16][CH:15]=1)[C:7]1[CH:12]=CC=CC=1.[C:21]([Si:25]([C:33]1[CH:38]=[CH:37][CH:36]=[CH:35][CH:34]=1)([C:27]1[CH:32]=[CH:31][CH:30]=[CH:29][CH:28]=1)Cl)([CH3:24])([CH3:23])[CH3:22].[OH2:39]>ClCCl>[C:21]([Si:25]([O:20][C:17]1[CH:16]=[CH:15][C:14]([O:13][CH2:6][CH:7]2[CH2:12][O:39]2)=[CH:19][CH:18]=1)([C:33]1[CH:38]=[CH:37][CH:36]=[CH:35][CH:34]=1)[C:27]1[CH:32]=[CH:31][CH:30]=[CH:29][CH:28]=1)([CH3:24])([CH3:23])[CH3:22]. The reactants are BrC1=CC=C(C=C1)C(CNS(=O)(=O)C)C (N-2-(4-Bromophenyl)propyl methanesulfonamide), FC=1C=C(C=CC1)B(O)O (3-fluorobenzeneboronic acid), C([O-])([O-])=O.[K+].[K+] (potassium carbonate). Reagents/catalysts: Cl[Pd]([P](C1=CC=CC=C1)(C2=CC=CC=C2)C3=CC=CC=C3)([P](C4=CC=CC=C4)(C5=CC=CC=C5)C6=CC=CC=C6)Cl (bis(triphenylphosphine)palladium(II) dichloride). Solvent: C1(=CC=CC=C1)C (toluene), C(C)(=O)OCC (ethyl acetate). Conditions: temperature 100 celsius. Product: FC=1C=C(C=CC1)C1=CC=C(C=C1)C(CNS(=O)(=O)C)C (N-2-(4-(3-fluorophenyl)phenyl)propyl methanesulfonamide). Yield: 9.6%. As a reaction SMILES: Br[C:2]1[CH:7]=[CH:6][C:5]([CH:8]([CH3:15])[CH2:9][NH:10][S:11]([CH3:14])(=[O:13])=[O:12])=[CH:4][CH:3]=1.[F:16][C:17]1[CH:18]=[C:19](B(O)O)[CH:20]=[CH:21][CH:22]=1.C(=O)([O-])[O-].[K+].[K+]>C1(C)C=CC=CC=1.C(OCC)(=O)C.Cl[Pd](Cl)([P](C1C=CC=CC=1)(C1C=CC=CC=1)C1C=CC=CC=1)[P](C1C=CC=CC=1)(C1C=CC=CC=1)C1C=CC=CC=1>[F:16][C:17]1[CH:22]=[C:21]([C:2]2[CH:7]=[CH:6][C:5]([CH:8]([CH3:15])[CH2:9][NH:10][S:11]([CH3:14])(=[O:13])=[O:12])=[CH:4][CH:3]=2)[CH:20]=[CH:19][CH:18]=1 |f:2.3.4,^1:47,66|. Procedure: To a degassed solution of 1.5 g (5.1 mmol) of material from Example 1, 1.1 g (7.7 mmol) of 3-fluorobenzeneboronic acid and 1.1 g (7.7 mmol) of potassium carbonate in 30 mL of toluene was added 0.2 g (0.3 mmol) of bis(triphenylphosphine)palladium(II) dichloride. The mixture was heated to 100° C. for 16 hours, cooled to ambient temperature and diluted with 20 mL of ethyl acetate. The mixture was washed once with 25 mL water and the organic portion was separated. The aqueous portion was extracted t... The reactants are [Br-], C1CCOC1, CON(C)C(=O)Cc1c(C)ccc2ccccc12, C[Mg+], O. Yields the product CC(=O)Cc1c(C)ccc2ccccc12. Reaction SMILES: [Br-:19].[CH2:22]1[O:23][CH2:24][CH2:25][CH2:26]1.[CH3:1][O:2][N:3]([C:4]([CH2:5][c:6]1[c:7]([CH3:16])[cH:8][cH:9][c:10]2[cH:11][cH:12][cH:13][cH:14][c:15]12)=[O:17])[CH3:18].[CH3:20][Mg+:21].[OH2:27]>>[C:4]([CH2:5][c:6]1[c:7]([CH3:16])[cH:8][cH:9][c:10]2[cH:11][cH:12][cH:13][cH:14][c:15]12)(=[O:17])[CH3:20]. The reactants are C1CCOC1, OO, OCc1c(O)cccc1SC(F)(F)F, FC(F)(F)Sc1ccc2c(c1)OB(c1ccccc1)OC2. Product: OCc1ccc(SC(F)(F)F)cc1O. RXN SMILES: [CH2:38]1[O:39][CH2:40][CH2:41][CH2:42]1.[OH:22][OH:23].[OH:24][CH2:25][c:26]1[c:27]([S:28][C:29]([F:30])([F:31])[F:32])[cH:33][cH:34][cH:35][c:36]1[OH:37].[c:1]1([B:2]2[O:8][c:9]3[c:10]([cH:13][cH:14][c:15]([S:17][C:18]([F:19])([F:20])[F:21])[cH:16]3)[CH2:11][O:12]2)[cH:3][cH:4][cH:5][cH:6][cH:7]1>>[OH:8][c:9]1[c:10]([CH2:11][OH:12])[cH:13][cH:14][c:15]([S:17][C:18]([F:19])([F:20])[F:21])[cH:16]1. Starting materials: CC1(OCCO1)CCCNC(=O)C=1NC(=C2C=C(C=CC12)Cl)C1=CC=CC=C1 (5-chloro-3-phenylisoindole-1-carboxylic acid [3-(2-methyl-1,3-dioxolan-2-yl)-propyl]amide), ice water, [Na] (sodium), COS(=O)(=O)C1=CC=C(C=C1)C (p-toluenesulfonic acid methyl ester). Solvent: CN(C=O)C (dimethylformamide), CN(C=O)C (dimethylformamide), CO (methanol). Run at time 30 minute. Product: CC1(OCCO1)CCCNC(=O)C=1N(C(=C2C=C(C=CC12)Cl)C1=CC=CC=C1)C (5-chloro-2-methyl-3-phenylisoindole-1-carboxylic acid [3-(2-methyl-1,3-dioxolan-2-yl)-propyl]amide). RXN SMILES: [CH3:1][C:2]1([CH2:7][CH2:8][CH2:9][NH:10][C:11]([C:13]2[NH:14][C:15]([C:23]3[CH:28]=[CH:27][CH:26]=[CH:25][CH:24]=3)=[C:16]3[C:21]=2[CH:20]=[CH:19][C:18]([Cl:22])=[CH:17]3)=[O:12])[O:6][CH2:5][CH2:4][O:3]1.[Na].[CH3:30]OS(C1C=CC(C)=CC=1)(=O)=O>CN(C)C=O.CO>[CH3:1][C:2]1([CH2:7][CH2:8][CH2:9][NH:10][C:11]([C:13]2[N:14]([CH3:30])[C:15]([C:23]3[CH:24]=[CH:25][CH:26]=[CH:27][CH:28]=3)=[C:16]3[C:21]=2[CH:20]=[CH:19][C:18]([Cl:22])=[CH:17]3)=[O:12])[O:3][CH2:4][CH2:5][O:6]1 |^1:28|. Procedure: A solution of 24.0 g. of 5-chloro-3-phenylisoindole-1-carboxylic acid [3-(2-methyl-1,3-dioxolan-2-yl)-propyl]amide in 160 ml. of dimethylformamide is treated under an atmosphere of argon at 0°-5° C. with a solution of 2.1 g. of sodium in 40 ml. of methanol. The mixture is then stirred at room temperature for 30 minutes and subsequently added dropwise to a solution of 18.6 g. of p-toluenesulfonic acid methyl ester in 20 ml. of dimethylformamide. The mixture is subsequently stirred at room tempera...